From a dataset of the Open Reaction Database (ORD), a public repository of structured organic reaction records. describe an organic reaction: reactants, conditions, products, and yield Reactants: COc1ccc2cc(-c3ccc(OCCN4CCCC4)cc3)sc2c1, O=C(O)c1ccc(Cl)nc1. Product: COc1ccc2c(C(=O)c3ccc(Cl)nc3)c(-c3ccc(OCCN4CCCC4)cc3)sc2c1. As a reaction SMILES: [CH3:1][O:2][c:3]1[cH:4][cH:5][c:6]2[c:7]([s:8][c:9](-[c:11]3[cH:12][cH:13][c:14]([O:17][CH2:18][CH2:19][N:20]4[CH2:21][CH2:22][CH2:23][CH2:24]4)[cH:15][cH:16]3)[cH:10]2)[cH:25]1.[Cl:26][c:27]1[n:28][cH:29][c:30]([C:31](=[O:32])[OH:33])[cH:34][cH:35]1>>[CH3:1][O:2][c:3]1[cH:4][cH:5][c:6]2[c:7]([s:8][c:9](-[c:11]3[cH:12][cH:13][c:14]([O:17][CH2:18][CH2:19][N:20]4[CH2:21][CH2:22][CH2:23][CH2:24]4)[cH:15][cH:16]3)[c:10]2[C:31]([c:30]2[cH:29][n:28][c:27]([Cl:26])[cH:35][cH:34]2)=[O:32])[cH:25]1. Starting materials: C(C1=CC=CO1)O (furfurol), CN(C=O)C (dimethylformamide), [C-]#N.[Na+] (NaCN), CN(C=O)C (dimethylformamide), C(C1=CC=CC=C1)=CC(C)=O (benzalacetone), CN(C=O)C (dimethylformamide), 11. Run in O (water). Reaction conditions: time 0.5 hour. Yields the product O=C(C(CC(C)=O)C1=CC=CC=C1)C=1OC=CC1 (1,4-dioxo-1-furyl-2-phenyl-pentane), crude product. Yield: 44.0%. As a reaction SMILES: [CH2:1]([OH:7])[C:2]1[O:6][CH:5]=[CH:4][CH:3]=1.CN(C)C=O.[C-]#N.[Na+].[CH:16](=[CH:23][C:24](=[O:26])[CH3:25])[C:17]1[CH:22]=[CH:21][CH:20]=[CH:19][CH:18]=1>O>[O:7]=[C:1]([C:2]1[O:6][CH:5]=[CH:4][CH:3]=1)[CH:16]([C:17]1[CH:22]=[CH:21][CH:20]=[CH:19][CH:18]=1)[CH2:23][C:24](=[O:26])[CH3:25] |f:2.3|. Procedure details: A solution of 38.4 g (0.4 mol) of freshly distilled furfurol and 125 ml of absolute dimethylformamide is added dropwise to a mixture of 9.8 g (0.2 mol) of NaCN and 125 ml of absolute dimethylformamide at 35° C in the course of 45 minutes in a manner analogous to Example 3. Stirring is then continued for 1/2 hour at 35° C. A solution of 43.8 g (0.3 mol) of benzalacetone and 150 ml of absolute dimethylformamide is then added dropwise in the course of 11/2 hours. Stirring is continued at the same t... The reactants are C(C=C)OC(C(=C)C)=O (allylmethacrylate), Cl[SiH](Cl)Cl (trichlorosilane). The reagents and catalysts are [SG]--S-. Run in CCCCCC (hexane). Reaction conditions: time 2 hour. Product: C(C(=C)C)(=O)OCCC[Si](Cl)(Cl)Cl (γ-methacryloxypropyltrichlorosilane). Yield: 98.0%. As a reaction SMILES: [CH2:1]([O:4][C:5](=[O:9])[C:6]([CH3:8])=[CH2:7])[CH:2]=[CH2:3].[Cl:10][SiH:11]([Cl:13])[Cl:12]>CCCCCC>[C:5]([O:4][CH2:1][CH2:2][CH2:3][Si:11]([Cl:13])([Cl:12])[Cl:10])(=[O:9])[C:6]([CH3:8])=[CH2:7]. Procedure: There was added dropwise over a period of 30 minutes, 50 grams of allylmethacrylate to a mixture refluxing at 32° C. of 80.6 grams of trichlorosilane and 0.397 grams of a [SG]--S--Pt catalyst sufficient to provide 100 ppm platinum/SiH. The mixture was stirred an additional 2 hours at reflux, cooled to ambient temperature and diluted with 100 ml of hexane and filtered. There was obtained 47.7 grams of a clear, colorless oil upon concentration of the filtrate on a rotary evaporator. Based on metho... Starting materials: O=C([O-])[O-], Cc1ccc(C)c(O)c1, CC(C)=O, C=C(C)CCl, [K+], [K+]. Yields the product C=C(C)COc1cc(C)ccc1C. As a reaction SMILES: [C:10](=[O:11])([O-:12])[O-:13].[CH3:1][c:2]1[c:3]([OH:9])[cH:4][c:5]([CH3:8])[cH:6][cH:7]1.[CH3:21][C:22](=[O:23])[CH3:24].[Cl:16][CH2:17][C:18](=[CH2:19])[CH3:20].[K+:14].[K+:15]>>[CH3:1][c:2]1[c:3]([O:9][CH2:19][C:18](=[CH2:17])[CH3:20])[cH:4][c:5]([CH3:8])[cH:6][cH:7]1. Starting materials: Intermediate 213, FC(C(=O)O)(F)F.C[C@H](CCC)OC=1NC(=C2N=C(N=C2N1)OC)N (2-{[(1R)-1-methylbutyl]oxy}-8-(methyloxy)-1H-purin-6-amine trifluoroacetate), BrCCCCC1COCCC1 (3-(4-bromobutyl)tetrahydro-2H-pyran). Yields the product C[C@H](CCC)OC1=NC(=C2N=C(N(C2=N1)CCCCC1COCCC1)OC)N (2-{[(1R)-1-Methylbutyl]oxy}-8-(methyloxy)-9-[4-(tetrahydro-2H-Pyran-3-yl)butyl]-9H-purin-6-amine). As a reaction SMILES: FC(F)(F)C(O)=O.[CH3:8][C@@H:9]([O:13][C:14]1[NH:15][C:16]([NH2:25])=[C:17]2[C:21]([N:22]=1)=[N:20][C:19]([O:23][CH3:24])=[N:18]2)[CH2:10][CH2:11][CH3:12].Br[CH2:27][CH2:28][CH2:29][CH2:30][CH:31]1[CH2:36][CH2:35][CH2:34][O:33][CH2:32]1>>[CH3:8][C@@H:9]([O:13][C:14]1[N:22]=[C:21]2[C:17]([N:18]=[C:19]([O:23][CH3:24])[N:20]2[CH2:27][CH2:28][CH2:29][CH2:30][CH:31]2[CH2:36][CH2:35][CH2:34][O:33][CH2:32]2)=[C:16]([NH2:25])[N:15]=1)[CH2:10][CH2:11][CH3:12] |f:0.1|. Procedure: Prepared similarly to Intermediate 213 from 2-{[(1R)-1-methylbutyl]oxy}-8-(methyloxy)-1H-purin-6-amine trifluoroacetate and 3-(4-bromobutyl)tetrahydro-2H-pyran. Product: NC1=CC2=C(NC(=CC2=O)C(=O)O)C=CC1=O (6-Amino-4,7-dihydro-4,7-dioxo-1H-cyclohepta[b]pyridine-2-carboxylic Acid). Reaction SMILES: C([O:3][C:4]([C:6]1[NH:11][C:10]2[CH:12]=[CH:13][C:14](=[O:18])[C:15]([NH2:17])=[CH:16][C:9]=2[C:8](=[O:19])[CH:7]=1)=[O:5])C.[OH-].[K+].Cl>>[NH2:17][C:15]1[C:14](=[O:18])[CH:13]=[CH:12][C:10]2[NH:11][C:6]([C:4]([OH:5])=[O:3])=[CH:7][C:8](=[O:19])[C:9]=2[CH:16]=1 |f:1.2|. Reaction conditions: time 16 hour. Procedure: A mixture of 6-amino-4,7-dihydro-4,7-dioxo-1H-cyclohepta[b]pyridine-2-carboxylic acid ethyl ester (0.73 g, described in Example 3) and 2N potassium hydroxide (15 ml) is stirred at room temperature for 16 hr. Hydrochloric acid (10%) is added until the solution is acidic. The crystalline precipitate is collected and washed with water and acetone to give the title compound, mp > 270° C. Starting materials: C(C)OC(=O)C1=CC(C2=C(N1)C=CC(C(=C2)N)=O)=O (6-amino-4,7-dihydro-4,7-dioxo-1H-cyclohepta[b]pyridine-2-carboxylic acid ethyl ester), [OH-].[K+] (potassium hydroxide), Cl (Hydrochloric acid).